From a dataset of the Open Reaction Database (ORD), a public repository of structured organic reaction records. describe an organic reaction: reactants, conditions, products, and yield Product: CC(=Cc1ccccc1)n1c(=O)n(CCCCCl)c2ccccc21. RXN SMILES: [Br:22][CH2:23][CH2:24][CH2:25][CH2:26][Cl:27].[CH2:29]([N+:30]([CH2:31][CH3:32])([CH2:33][CH3:34])[CH2:35][c:36]1[cH:37][cH:38][cH:39][cH:40][cH:41]1)[CH3:42].[CH3:1][C:2](=[CH:3][c:4]1[cH:5][cH:6][cH:7][cH:8][cH:9]1)[n:10]1[c:11](=[O:19])[nH:12][c:13]2[c:14]1[cH:15][cH:16][cH:17][cH:18]2.[Cl-:28].[Na+:21].[OH-:20].[OH2:43]>>[CH3:1][C:2](=[CH:3][c:4]1[cH:5][cH:6][cH:7][cH:8][cH:9]1)[n:10]1[c:11](=[O:19])[n:12]([CH2:23][CH2:24][CH2:25][CH2:26][Cl:27])[c:13]2[c:14]1[cH:15][cH:16][cH:17][cH:18]2. Reactants: ClCCCCBr, CC[N+](CC)(CC)Cc1ccccc1, CC(=Cc1ccccc1)n1c(=O)[nH]c2ccccc21, [Cl-], [Na+], [OH-], O. Reactants: C1COCCO1, O=C(Nc1cccc(-c2nn3ccccc3c2-c2ccnc(Cl)n2)c1)C(F)(F)F, Cl, Nc1cccc(-c2cnco2)c1. Product: O=C(Nc1cccc(-c2nn3ccccc3c2-c2ccnc(Nc3cccc(-c4cnco4)c3)n2)c1)C(F)(F)F. RXN SMILES: [CH2:43]1[O:44][CH2:45][CH2:46][O:47][CH2:48]1.[Cl:1][c:2]1[n:3][cH:4][cH:5][c:6](-[c:8]2[c:9](-[c:17]3[cH:18][c:19]([NH:23][C:24]([C:25]([F:26])([F:27])[F:28])=[O:29])[cH:20][cH:21][cH:22]3)[n:10][n:11]3[c:12]2[cH:13][cH:14][cH:15][cH:16]3)[n:7]1.[ClH:42].[o:30]1[cH:31][n:32][cH:33][c:34]1-[c:35]1[cH:36][c:37]([NH2:38])[cH:39][cH:40][cH:41]1>>[c:2]1([NH:38][c:37]2[cH:36][c:35](-[c:34]3[o:30][cH:31][n:32][cH:33]3)[cH:41][cH:40][cH:39]2)[n:3][cH:4][cH:5][c:6](-[c:8]2[c:9](-[c:17]3[cH:18][c:19]([NH:23][C:24]([C:25]([F:26])([F:27])[F:28])=[O:29])[cH:20][cH:21][cH:22]3)[n:10][n:11]3[c:12]2[cH:13][cH:14][cH:15][cH:16]3)[n:7]1. The yield is 90.5%. Solvent: C(C)O (ethanol), CN(C)C=O (DMF), C(OC)COC (dimethoxyethane). Reactants: O (water), ClC1=NC(=CC(=N1)N1[C@H](COCC1)C)CS(=O)(=O)C (2-Chloro-4-[(3S)-3-methylmorpholin-4-yl]-6-(methylsulfonylmethyl)pyrimidine), NC=1C=C(C=CC1)B(O)O ((3-Aminophenyl)boronic acid), C([O-])([O-])=O.[Na+].[Na+] (sodium carbonate), dichlorobis(triphenylphosphine) palladium. Reaction SMILES: Cl[C:2]1[N:7]=[C:6]([N:8]2[CH2:13][CH2:12][O:11][CH2:10][C@@H:9]2[CH3:14])[CH:5]=[C:4]([CH2:15][S:16]([CH3:19])(=[O:18])=[O:17])[N:3]=1.O.[NH2:21][C:22]1[CH:23]=[C:24](B(O)O)[CH:25]=[CH:26][CH:27]=1.C(=O)([O-])[O-].[Na+].[Na+]>CN(C=O)C.C(COC)OC.C(O)C>[CH3:14][C@H:9]1[CH2:10][O:11][CH2:12][CH2:13][N:8]1[C:6]1[CH:5]=[C:4]([CH2:15][S:16]([CH3:19])(=[O:18])=[O:17])[N:3]=[C:2]([C:26]2[CH:27]=[C:22]([CH:23]=[CH:24][CH:25]=2)[NH2:21])[N:7]=1 |f:3.4.5|. Product: C[C@@H]1N(CCOC1)C1=NC(=NC(=C1)CS(=O)(=O)C)C=1C=C(N)C=CC1 (3-[4-[(3S)-3-Methylmorpholin-4-yl]-6-(methylsulfonylmethyl)pyrimidin-2-yl]aniline). Run at temperature 90 celsius. Procedure details: 2-Chloro-4-[(3S)-3-methylmorpholin-4-yl]-6-(methylsulfonylmethyl)pyrimidine (1.50 g, 4.91 mmol) was dissolved in 18% DMF in 7:3:2 dimethoxyethane:water:ethanol (15 mL). (3-Aminophenyl)boronic acid (1.01 g, 7.36 mmol), 2M sodium carbonate (5 mL) and dichlorobis(triphenylphosphine) palladium (173 mg, 0.25 mmol) were added to the solution. The reaction was refluxed at 90° C. for 18 hours under a nitrogen atmosphere then the reaction allowed to cool and partitioned between ethyl acetate (50 mL) and ... Starting materials: [Br-], COc1c(Br)cc(C(=O)N2CCOc3ncc(-c4cccc([N+](=O)[O-])c4)cc32)cc1Br, C1CNCCN1, CN(C)C=O, [Li+]. Yields the product O=C(c1cc(Br)c(O)c(Br)c1)N1CCOc2ncc(-c3cccc([N+](=O)[O-])c3)cc21. As a reaction SMILES: [Br-:33].[Br:1][c:2]1[cH:3][c:4]([C:11](=[O:12])[N:13]2[c:14]3[c:15]([n:19][cH:20][c:21](-[c:23]4[cH:24][c:25]([N+:29](=[O:30])[O-:31])[cH:26][cH:27][cH:28]4)[cH:22]3)[O:16][CH2:17][CH2:18]2)[cH:5][c:6]([Br:10])[c:7]1[O:8][CH3:9].[CH2:34]1[NH:35][CH2:36][CH2:37][NH:38][CH2:39]1.[CH:40]([N:41]([CH3:42])[CH3:43])=[O:44].[Li+:32]>>[Br:1][c:2]1[cH:3][c:4]([C:11](=[O:12])[N:13]2[c:14]3[c:15]([n:19][cH:20][c:21](-[c:23]4[cH:24][c:25]([N+:29](=[O:30])[O-:31])[cH:26][cH:27][cH:28]4)[cH:22]3)[O:16][CH2:17][CH2:18]2)[cH:5][c:6]([Br:10])[c:7]1[OH:8]. The reactants are N#Cc1ccc(-c2ccc(C(=O)O)c(F)c2)s1, CCN(C(C)C)C(C)C, C1CNC(CN2CCCC2)C1, CN(C)C=O, On1nnc2ccccc21. The product is N#Cc1ccc(-c2ccc(C(=O)N3CCCC3CN3CCCC3)c(F)c2)s1. RXN SMILES: [C:1](#[N:2])[c:3]1[cH:4][cH:5][c:6](-[c:8]2[cH:9][c:10]([F:17])[c:11]([C:12](=[O:13])[OH:14])[cH:15][cH:16]2)[s:7]1.[CH:28]([N:29]([CH2:30][CH3:31])[CH:32]([CH3:33])[CH3:34])([CH3:35])[CH3:36].[NH:37]1[CH:38]([CH2:42][N:43]2[CH2:44][CH2:45][CH2:46][CH2:47]2)[CH2:39][CH2:40][CH2:41]1.[O:48]=[CH:49][N:50]([CH3:51])[CH3:52].[OH:18][n:19]1[c:20]2[c:21]([cH:22][cH:23][cH:24][cH:25]2)[n:26][n:27]1>>[C:1](#[N:2])[c:3]1[cH:4][cH:5][c:6](-[c:8]2[cH:9][c:10]([F:17])[c:11]([C:12](=[O:14])[N:37]3[CH:38]([CH2:42][N:43]4[CH2:44][CH2:45][CH2:46][CH2:47]4)[CH2:39][CH2:40][CH2:41]3)[cH:15][cH:16]2)[s:7]1. Starting materials: [OH-].[Na+] (NaOH), ClC=1C=C2C(=NC1C1=CC=C(C=C1)C#C[Si](C)(C)C)N=C(N2COCC[Si](C)(C)C)O[C@@H]2C[C@@H]1OC(OC[C@H]1OC2)C2=CC=CC=C2 (6-chloro-2-(((4aR,7R,8aS)-2-phenylhexahydropyrano[3,2-d][1,3]dioxin-7-yl)oxy)-1-((2-(trimethylsilyl)ethoxy)methyl)-5-(4-((trimethylsilyl)ethynyl)phenyl)-1H-imidazo[4,5-b]pyridine), C(=O)O (formic Acid), S(=O)(=O)(O)[O-].[K+] (potassium hydrogen sulfate). Run in CCOC(=O)C (EtOAc). Conditions: time 1 hour. Product: ClC=1C=C2C(=NC1C1=CC=C(C=C1)C#C)N=C(N2)O[C@@H]2C[C@@H]([C@H](OC2)CO)O ((2R,3 S,5R)-5-((6-chloro-5-(4-ethynylphenyl)-1H-imidazo[4,5-b]pyridin-2-yl)oxy)-2-(hydroxy-methyl)tetrahydro-2H-pyran-3-ol). As a reaction SMILES: [Cl:1][C:2]1[CH:3]=[C:4]2[N:22](COCC[Si](C)(C)C)[C:21]([O:31][C@H:32]3[CH2:41][O:40][C@H:39]4[C@@H:34]([O:35]C(C5C=CC=CC=5)[O:37][CH2:38]4)[CH2:33]3)=[N:20][C:5]2=[N:6][C:7]=1[C:8]1[CH:13]=[CH:12][C:11]([C:14]#[C:15][Si](C)(C)C)=[CH:10][CH:9]=1.C(O)=O.S([O-])(O)(=O)=O.[K+].[OH-].[Na+]>CCOC(C)=O>[Cl:1][C:2]1[CH:3]=[C:4]2[NH:22][C:21]([O:31][C@H:32]3[CH2:41][O:40][C@H:39]([CH2:38][OH:37])[C@@H:34]([OH:35])[CH2:33]3)=[N:20][C:5]2=[N:6][C:7]=1[C:8]1[CH:13]=[CH:12][C:11]([C:14]#[CH:15])=[CH:10][CH:9]=1 |f:2.3,4.5|. Procedure: 6-chloro-2-(((4aR,7R,8aS)-2-phenylhexahydropyrano[3,2-d][1,3]dioxin-7-yl)oxy)-1-((2-(trimethylsilyl)ethoxy)methyl)-5-(4-((trimethylsilyl)ethynyl)phenyl)-1H-imidazo[4,5-b]pyridine (220 mg, 0.319 mmol) was dissolved in formic Acid (4.5 ml, 117 mmol) and sat. potassium hydrogen sulfate (0.5 ml, 0.319 mmol). The mixture was stirred at rt for 1 h, and then diluted with EtOAc. Then 3 M NaOH was added until a pH of pH 14 was reached. The mixture was stirred for 15 minutes at rt and then the layers were... Reactants: C1(C=CCCCCCCCCCCC=C1)=O (cyclopentadeca-2,14-dien-1-one), [H][H] (Hydrogen). The reagents and catalysts are [Pd] (palladium on charcoal). The solvent is C(C)O (ethanol). The product is C1CCCCCCCC(=O)CCCCCC1 (EXALTONE). Isolated yield 94.0%. As a reaction SMILES: [C:1]1(=[O:16])[CH:15]=[CH:14][CH2:13][CH2:12][CH2:11][CH2:10][CH2:9][CH2:8][CH2:7][CH2:6][CH2:5][CH2:4][CH:3]=[CH:2]1.[H][H]>C(O)C.[Pd]>[CH2:8]1[CH2:7][CH2:6][CH2:5][CH2:4][CH2:3][CH2:2][C:1](=[O:16])[CH2:15][CH2:14][CH2:13][CH2:12][CH2:11][CH2:10][CH2:9]1. Procedure: A solution of 1.00 g (4.55 mMole) of cyclopentadeca-2,14-dien-1-one in 20 ml of ethanol was hydrogenated in the presence of 50 mg of palladium on charcoal. Hydrogen uptake (230 ml) was complete after 1 h at 20°. The mixture was filtered, evaporated and distilled to give 0.96 g (94%) of EXALTONE® having b.p. 115°/0.1 Torr; m.p. 65°-66°. The product is CC(C)(C)OC(=O)NC(Cc1ccc(Cl)cc1)C(=O)N1CCC(CO)(N2CCCCC2)CC1. Reaction SMILES: [C:15]([CH3:16])([CH3:17])([CH3:18])[O:19][C:20](=[O:21])[NH:22][CH:23]([C:24](=[O:25])[OH:26])[CH2:27][c:28]1[cH:29][cH:30][c:31]([Cl:34])[cH:32][cH:33]1.[CH3:45][N:46]([CH3:47])[CH2:48][CH2:49][CH2:50][N:51]=[C:52]=[N:53][CH2:54][CH3:55].[CH3:72][N:73]([CH3:74])[CH:75]=[O:76].[CH:56]([N:57]([CH2:58][CH3:59])[CH:60]([CH3:61])[CH3:62])([CH3:63])[CH3:64].[N:1]1([C:7]2([CH2:13][OH:14])[CH2:8][CH2:9][NH:10][CH2:11][CH2:12]2)[CH2:2][CH2:3][CH2:4][CH2:5][CH2:6]1.[OH:35][n:36]1[c:37]2[cH:38][cH:39][cH:40][cH:41][c:42]2[n:43][n:44]1.[OH:65][C:66]([C:67]([F:68])([F:69])[F:70])=[O:71]>>[N:1]1([C:7]2([CH2:13][OH:14])[CH2:8][CH2:9][N:10]([C:24]([CH:23]([NH:22][C:20]([O:19][C:15]([CH3:16])([CH3:17])[CH3:18])=[O:21])[CH2:27][c:28]3[cH:29][cH:30][c:31]([Cl:34])[cH:32][cH:33]3)=[O:25])[CH2:11][CH2:12]2)[CH2:2][CH2:3][CH2:4][CH2:5][CH2:6]1. Starting materials: CC(C)(C)OC(=O)NC(Cc1ccc(Cl)cc1)C(=O)O, CCN=C=NCCCN(C)C, CN(C)C=O, CCN(C(C)C)C(C)C, OCC1(N2CCCCC2)CCNCC1, On1nnc2ccccc21, O=C(O)C(F)(F)F.